describe an organic reaction: reactants, conditions, products, and yield From a dataset of the Open Reaction Database (ORD), a public repository of structured organic reaction records. Reactants: CCC(CC)(CC(=O)O)C(=O)O, CC(=O)Cl. Product: CCC1(CC)CC(=O)OC1=O. Reaction SMILES: [CH2:1]([CH3:2])[C:3]([C:4](=[O:5])[OH:6])([CH2:7][C:8](=[O:9])[OH:10])[CH2:11][CH3:12].[CH3:13][C:14](=[O:15])[Cl:16]>>[CH2:1]([CH3:2])[C:3]1([CH2:11][CH3:12])[C:4](=[O:5])[O:9][C:8](=[O:10])[CH2:7]1. The reactants are CCOC(=O)C(C(=O)OCC)C(=O)OCC, CP(C)C, Cc1ccccc1, CC(C)c1nc2c(n1Cc1ccc(Cl)c(Cl)c1)C(O)CC2, CC(C)OC(=O)N=NC(=O)OC(C)C, C1CCOC1. Yields the product CCOC(=O)C(C(=O)OCC)(C(=O)OCC)C1CCc2nc(C(C)C)n(Cc3ccc(Cl)c(Cl)c3)c21. Reaction SMILES: [CH2:22]([CH3:23])[O:24][C:25](=[O:26])[CH:27]([C:28](=[O:29])[O:30][CH2:31][CH3:32])[C:33](=[O:34])[O:35][CH2:36][CH3:37].[CH3:38][P:39]([CH3:40])[CH3:41].[CH3:56][c:57]1[cH:58][cH:59][cH:60][cH:61][cH:62]1.[Cl:1][c:2]1[cH:3][c:4]([CH2:9][n:10]2[c:11]([CH:19]([CH3:20])[CH3:21])[n:12][c:13]3[c:14]2[CH:15]([OH:18])[CH2:16][CH2:17]3)[cH:5][cH:6][c:7]1[Cl:8].[O:42]=[C:43]([O:44][CH:45]([CH3:46])[CH3:47])[N:48]=[N:49][C:50]([O:51][CH:52]([CH3:53])[CH3:54])=[O:55].[O:63]1[CH2:64][CH2:65][CH2:66][CH2:67]1>>[Cl:1][c:2]1[cH:3][c:4]([CH2:9][n:10]2[c:11]([CH:19]([CH3:20])[CH3:21])[n:12][c:13]3[c:14]2[CH:15]([C:27]([C:25]([O:24][CH2:22][CH3:23])=[O:26])([C:28](=[O:29])[O:30][CH2:31][CH3:32])[C:33](=[O:34])[O:35][CH2:36][CH3:37])[CH2:16][CH2:17]3)[cH:5][cH:6][c:7]1[Cl:8]. Reactants: CO, ClCCl, ClCCl, Cc1cc(C)nc(N)n1, O, Cc1cc(C)c(S(=O)(=O)ON)c(C)c1. The product is Cc1cc(C)[n+](N)c(N)n1, Cc1cc(C)c(S(=O)(=O)[O-])c(C)c1. As a reaction SMILES: [CH3:28][OH:29].[Cl:25][CH2:26][Cl:27].[Cl:30][CH2:31][Cl:32].[NH2:16][c:17]1[n:18][c:19]([CH3:24])[cH:20][c:21]([CH3:23])[n:22]1.[OH2:15].[c:1]1([CH3:14])[c:2]([S:9](=[O:10])(=[O:11])[O:12][NH2:13])[c:3]([CH3:8])[cH:4][c:5]([CH3:7])[cH:6]1>>[NH2:13][n+:18]1[c:17]([NH2:16])[n:22][c:21]([CH3:23])[cH:20][c:19]1[CH3:24].[c:1]1([CH3:14])[c:2]([S:9](=[O:10])(=[O:11])[O-:12])[c:3]([CH3:8])[cH:4][c:5]([CH3:7])[cH:6]1. The reactants are O=C1OC2(CCCCC2)CN1Cc1ccc(C2=CCCCC2)cc1, CCO. Yields the product O=C1OC2(CCCCC2)CN1Cc1ccc(C2CCCCC2)cc1. As a reaction SMILES: [C:1]1([c:7]2[cH:8][cH:9][c:10]([CH2:11][N:12]3[C:13](=[O:22])[O:14][C:15]4([CH2:16]3)[CH2:17][CH2:18][CH2:19][CH2:20][CH2:21]4)[cH:23][cH:24]2)=[CH:2][CH2:3][CH2:4][CH2:5][CH2:6]1.[CH3:25][CH2:26][OH:27]>>[CH:1]1([c:7]2[cH:8][cH:9][c:10]([CH2:11][N:12]3[C:13](=[O:22])[O:14][C:15]4([CH2:16]3)[CH2:17][CH2:18][CH2:19][CH2:20][CH2:21]4)[cH:23][cH:24]2)[CH2:2][CH2:3][CH2:4][CH2:5][CH2:6]1.